From a dataset of the Open Reaction Database (ORD), a public repository of structured organic reaction records. describe an organic reaction: reactants, conditions, products, and yield Starting materials: C=CCC1(C)CC(c2cccc(Cl)c2)C(c2ccc(Cl)cc2)N(C(CC)CO)C1=O, CCOCC, ClCCl, O. Reaction SMILES: [CH2:1]([CH:2]=[CH2:3])[C:4]1([CH3:30])[C:5](=[O:29])[N:6]([CH:24]([CH2:25][OH:26])[CH2:27][CH3:28])[CH:7]([c:17]2[cH:18][cH:19][c:20]([Cl:23])[cH:21][cH:22]2)[CH:8]([c:10]2[cH:11][c:12]([Cl:16])[cH:13][cH:14][cH:15]2)[CH2:9]1.[CH2:32]([O:33][CH2:34][CH3:35])[CH3:36].[Cl:37][CH2:38][Cl:39].[OH2:31]>>[CH2:1]([CH:2]=[CH2:3])[C:4]1([CH3:30])[C:5](=[O:29])[N:6]([CH:24]([CH:25]=[O:26])[CH2:27][CH3:28])[CH:7]([c:17]2[cH:18][cH:19][c:20]([Cl:23])[cH:21][cH:22]2)[CH:8]([c:10]2[cH:11][c:12]([Cl:16])[cH:13][cH:14][cH:15]2)[CH2:9]1. The product is C=CCC1(C)CC(c2cccc(Cl)c2)C(c2ccc(Cl)cc2)N(C(C=O)CC)C1=O. Starting materials: C(C)(C)N(CC)C(C)C (Diisopropylethylamine), C(C)(C)(C1=CC=CC=C1)N (cumylamine), F[B-](F)(F)F.N1(N=NC2=C1C=CC=C2)OC(=[N+](C)C)N(C)C (2-(1H-benzotriazol-1-yl)-1,1,3,3-tetramethyluronium tetrafluoroborate), C([O-])(O)=O.[Na+] (sodium bicarbonate), NC1=C(C(=O)NC2=C3C(=NN2)C=C(O3)C(=O)O)C=CC=C1 (3-(2-Amino-benzoylamino)-furo[3,2-c]pyrazole-5-carboxylic acid). The solvent is CN(C=O)C (dimethyl formamide). Conditions: time 8 hour. Yields the product CC(C)(C1=CC=CC=C1)NC(=O)C1=CC=2NN=C(C2O1)NC(C1=C(C=CC=C1)[N+](=O)[O-])=O (3-(2-Nitro-benzoylamino)-1H-furo[3,2-c]pyrazole-5-carboxylic acid (1-methyl-1-phenyl-ethyl)-amide). Yield: 24.4%. Reaction SMILES: NC1C=CC=CC=1[C:4]([NH:6][C:7]1[NH:11][N:10]=[C:9]2[CH:12]=[C:13]([C:15](O)=[O:16])[O:14][C:8]=12)=[O:5].C(N(C(C)C)CC)(C)C.[C:31]([NH2:40])([C:34]1[CH:39]=[CH:38][CH:37]=[CH:36][CH:35]=1)([CH3:33])[CH3:32].F[B-](F)(F)F.[N:46]1([O:55]C(N(C)C)=[N+](C)C)[C:50]2[CH:51]=[CH:52][CH:53]=[CH:54][C:49]=2N=N1.C(=O)(O)[O-:64].[Na+]>CN(C)C=O>[CH3:32][C:31]([NH:40][C:15]([C:13]1[O:14][C:8]2[C:7]([NH:6][C:4](=[O:5])[C:49]3[CH:54]=[CH:53][CH:52]=[CH:51][C:50]=3[N+:46]([O-:55])=[O:64])=[N:11][NH:10][C:9]=2[CH:12]=1)=[O:16])([C:34]1[CH:39]=[CH:38][CH:37]=[CH:36][CH:35]=1)[CH3:33] |f:3.4,5.6|. Procedure: 3-(2-Amino-benzoylamino)-furo[3,2-c]pyrazole-5-carboxylic acid (11.6 g, 0.03668 mol) was dissolved in anhydrous dimethyl formamide (DMF, 70 mL). Diisopropylethylamine (DIEA, 31.4 mL, 0.1834 mol), cumylamine (7.43 mL, 0.055 mol) and 2-(1H-benzotriazol-1-yl)-1,1,3,3-tetramethyluronium tetrafluoroborate (TBTU, 15.31 g, 0.0476 mol) were added respectively added. The solution was stirred at room temperature overnight. Then it was poured in a saturated solution of sodium bicarbonate (700 mL) and extra... Starting materials: BrCc1ccc2ccccc2c1, O=C(c1ccccc1)c1cnc2c(C(F)(F)F)cccc2c1-c1cccc(O)c1. Yields the product O=C(c1ccccc1)c1cnc2c(C(F)(F)F)cccc2c1-c1cccc(OCc2ccc3ccccc3c2)c1. As a reaction SMILES: [Br:30][CH2:31][c:32]1[cH:33][c:34]2[cH:35][cH:36][cH:37][cH:38][c:39]2[cH:40][cH:41]1.[OH:1][c:2]1[cH:3][c:4](-[c:8]2[c:9]([C:22](=[O:23])[c:24]3[cH:25][cH:26][cH:27][cH:28][cH:29]3)[cH:10][n:11][c:12]3[c:13]([C:18]([F:19])([F:20])[F:21])[cH:14][cH:15][cH:16][c:17]23)[cH:5][cH:6][cH:7]1>>[O:1]([c:2]1[cH:3][c:4](-[c:8]2[c:9]([C:22](=[O:23])[c:24]3[cH:25][cH:26][cH:27][cH:28][cH:29]3)[cH:10][n:11][c:12]3[c:13]([C:18]([F:19])([F:20])[F:21])[cH:14][cH:15][cH:16][c:17]23)[cH:5][cH:6][cH:7]1)[CH2:31][c:32]1[cH:33][c:34]2[cH:35][cH:36][cH:37][cH:38][c:39]2[cH:40][cH:41]1. Starting materials: BrC1=CC=C(C=C1)C=1N=C(N(C1SC1=CC=C(C=C1)Cl)C)C1=NC=CC=C1 (2-{4-(4-bromophenyl)-5-[(4-chlorophenyl)thio]-1-methyl-1H-imidazol-2-yl}pyridine), [Li]CCCC (BuLi), II (I2). Run in C1CCOC1 (THF). Run at temperature -78 celsius, time 0.5 hour. Yields the product ClC1=CC=C(C=C1)SC1=C(N=C(N1C)C1=NC=CC=C1)C1=CC=C(C=C1)I (2-[5-[(4-Chlorophenyl)thio]-4-(4-iodophenyl)-1-methyl-1H-imidazol-2-yl]pyridine). Reaction SMILES: Br[C:2]1[CH:7]=[CH:6][C:5]([C:8]2[N:9]=[C:10]([C:22]3[CH:27]=[CH:26][CH:25]=[CH:24][N:23]=3)[N:11]([CH3:21])[C:12]=2[S:13][C:14]2[CH:19]=[CH:18][C:17]([Cl:20])=[CH:16][CH:15]=2)=[CH:4][CH:3]=1.[Li]CCCC.[I:33]I>C1COCC1>[Cl:20][C:17]1[CH:18]=[CH:19][C:14]([S:13][C:12]2[N:11]([CH3:21])[C:10]([C:22]3[CH:27]=[CH:26][CH:25]=[CH:24][N:23]=3)=[N:9][C:8]=2[C:5]2[CH:6]=[CH:7][C:2]([I:33])=[CH:3][CH:4]=2)=[CH:15][CH:16]=1. Procedure: To 2-{4-(4-bromophenyl)-5-[(4-chlorophenyl)thio]-1-methyl-1H-imidazol-2-yl}pyridine (Example 15, 150 mg, 0.33 mmol) in THF (1 mL) was added BuLi (2.5 M in hexanes, 0.17 mL, 0.427 mmol) at −78° C. After stirring at −78° C. for 0.5 h, I2 (167 mg, 0.657 mmol) was added and the reaction was allowed to warm up to rt overnight. The reaction was quenched with aq NH4Cl, extracted with EtOAc. The combined extracts were washed with aq Na2S2O3, water, and brine, dried over MgSO4, filtered, and concentrated... Reactants: CCN(C(C)C)C(C)C, ClCCl, Cl, O=C(Cl)c1ccc(F)c(F)c1, NCc1cccc2c1C(=O)N(C1CCC(=O)NC1=O)C2=O. Yields the product O=C1CCC(N2C(=O)c3cccc(CNC(=O)c4ccc(F)c(F)c4)c3C2=O)C(=O)N1. RXN SMILES: [CH:23]([N:24]([CH:25]([CH3:26])[CH3:27])[CH2:28][CH3:29])([CH3:30])[CH3:31].[Cl:43][CH2:44][Cl:45].[ClH:1].[F:32][c:33]1[cH:34][c:35]([C:36](=[O:37])[Cl:38])[cH:39][cH:40][c:41]1[F:42].[NH2:2][CH2:3][c:4]1[c:5]2[c:9]([cH:10][cH:11][cH:12]1)[C:8](=[O:13])[N:7]([CH:14]1[C:15](=[O:21])[NH:16][C:17](=[O:20])[CH2:18][CH2:19]1)[C:6]2=[O:22]>>[NH:2]([CH2:3][c:4]1[c:5]2[c:9]([cH:10][cH:11][cH:12]1)[C:8](=[O:13])[N:7]([CH:14]1[C:15](=[O:21])[NH:16][C:17](=[O:20])[CH2:18][CH2:19]1)[C:6]2=[O:22])[C:36]([c:35]1[cH:34][c:33]([F:32])[c:41]([F:42])[cH:40][cH:39]1)=[O:37]. Starting materials: C(C)(C)(C)OC(=O)N[C@H]1[C@@H](CC(CC\C=C/[C@H]2[C@](NC([C@H]3N(C1=O)C[C@@H](C3)OC3=NC=C(C1=C(C=CC=C31)Cl)OC)=O)(C2)C(=O)OCC)C)C ((2R,6S,7R,13aS,14aR,16aS,Z)-ethyl 6-((tert-butoxycarbonyl)amino)-2-((5-chloro-4-methoxyisoquinolin-1-yl)oxy)-7,9-dimethyl-5,16-dioxo-1,2,3,5,6,7,8,9,10,11,13a,14,14a,15,16,16a-hexadecahydrocyclopropa[e]pyrrolo[1,2-a][1,4]diazacyclopentadecine-14a-carboxylate), [Li+].[OH-] (LiOH), CO (methanol). The solvent is C1CCOC1.O (THF water). Conditions: time 8 hour. Product: C(C)(C)(C)OC(=O)N[C@H]1[C@@H](CC(CC\C=C/[C@H]2[C@](NC([C@H]3N(C1=O)C[C@@H](C3)OC3=NC=C(C1=C(C=CC=C31)Cl)OC)=O)(C2)C(=O)O)C)C ((2R,6S,7R,13aS,14aR,16aS,Z)-6-((tert-butoxycarbonyl)amino)-2-((5-chloro-4-methoxyisoquinolin-1-yl)oxy)-7,9-dimethyl-5,16-dioxo-1,2,3,5,6,7,8,9,10,11,13a,14,14a,15,16,16a-hexadecahydrocyclopropa[e]pyrrolo[1,2-a][1,4]diazacyclopentadecine-14a-carboxylic acid), mixture. Yield: 81.0%. RXN SMILES: [C:1]([O:5][C:6]([NH:8][C@@H:9]1[C:23](=[O:24])[N:22]2[CH2:25][C@H:26]([O:28][C:29]3[C:38]4[C:33](=[C:34]([Cl:39])[CH:35]=[CH:36][CH:37]=4)[C:32]([O:40][CH3:41])=[CH:31][N:30]=3)[CH2:27][C@H:21]2[C:20](=[O:42])[NH:19][C@:18]2([C:44]([O:46]CC)=[O:45])[CH2:43][C@H:17]2[CH:16]=[CH:15][CH2:14][CH2:13][CH:12]([CH3:49])[CH2:11][C@H:10]1[CH3:50])=[O:7])([CH3:4])([CH3:3])[CH3:2].[Li+].[OH-].CO>C1COCC1.O>[C:1]([O:5][C:6]([NH:8][C@@H:9]1[C:23](=[O:24])[N:22]2[CH2:25][C@H:26]([O:28][C:29]3[C:38]4[C:33](=[C:34]([Cl:39])[CH:35]=[CH:36][CH:37]=4)[C:32]([O:40][CH3:41])=[CH:31][N:30]=3)[CH2:27][C@H:21]2[C:20](=[O:42])[NH:19][C@:18]2([C:44]([OH:46])=[O:45])[CH2:43][C@H:17]2[CH:16]=[CH:15][CH2:14][CH2:13][CH:12]([CH3:49])[CH2:11][C@H:10]1[CH3:50])=[O:7])([CH3:4])([CH3:2])[CH3:3] |f:1.2,4.5|. Reported procedure: To a solution of (2R,6S,7R,13aS,14aR,16aS,Z)-ethyl 6-((tert-butoxycarbonyl)amino)-2-((5-chloro-4-methoxyisoquinolin-1-yl)oxy)-7,9-dimethyl-5,16-dioxo-1,2,3,5,6,7,8,9,10,11,13a,14,14a,15,16,16a-hexadecahydrocyclopropa[e]pyrrolo[1,2-a][1,4]diazacyclopentadecine-14a-carboxylate (400 mg, 0.56 mmol) in THF/water (1:1) was added LiOH (235 mg, 5.61 mmol) followed by 5 mL of methanol at room temperature. The reaction mixture was stirred at room temperature for overnight. The solvent was removed under re...